This data is from the Open Reaction Database (ORD), a public repository of structured organic reaction records. The task is: describe an organic reaction: reactants, conditions, products, and yield The reactants are COc1cc(N2CCN(C)CC2)ccc1Nc1nc(Cl)ncc1Cl, CCN1CCc2cc(N)c(OC)cc2CC1=O. Yields the product CCN1CCc2cc(Nc3ncc(Cl)c(Nc4ccc(N5CCN(C)CC5)cc4OC)n3)c(OC)cc2CC1=O. As a reaction SMILES: [Cl:18][c:19]1[n:20][cH:21][c:22]([Cl:41])[c:23]([NH:25][c:26]2[c:27]([O:39][CH3:40])[cH:28][c:29]([N:32]3[CH2:33][CH2:34][N:35]([CH3:38])[CH2:36][CH2:37]3)[cH:30][cH:31]2)[n:24]1.[NH2:1][c:2]1[cH:3][c:4]2[c:5]([cH:14][c:15]1[O:16][CH3:17])[CH2:6][C:7](=[O:13])[N:8]([CH2:11][CH3:12])[CH2:9][CH2:10]2>>[NH:1]([c:2]1[cH:3][c:4]2[c:5]([cH:14][c:15]1[O:16][CH3:17])[CH2:6][C:7](=[O:13])[N:8]([CH2:11][CH3:12])[CH2:9][CH2:10]2)[c:19]1[n:20][cH:21][c:22]([Cl:41])[c:23]([NH:25][c:26]2[c:27]([O:39][CH3:40])[cH:28][c:29]([N:32]3[CH2:33][CH2:34][N:35]([CH3:38])[CH2:36][CH2:37]3)[cH:30][cH:31]2)[n:24]1. The reactants are COC1=C(C(=C(OC)C(=C1CCl)C)C)C (chloromethyltrimethylhydroquinone dimethyl ether), Grignard reagent, [Mg] (magnesium), C(C#C)Br (propargyl bromide). Reagents/catalysts: [I-].[Na+] (sodium iodide). The solvent is C1CCOC1 (THF), CCOCC (ether). Reaction conditions: time 8 hour. The product is C(CC#C)C1=C(C(=C(C(=C1OC)C)C)OC)C (1-(3-butynyl)-3,6-dimethoxy-2,4,5-trimethylbenzene). Yield: 96.3%. As a reaction SMILES: [CH3:1][O:2][C:3]1[C:10]([CH2:11]Cl)=[C:9]([CH3:13])[C:6]([O:7][CH3:8])=[C:5]([CH3:14])[C:4]=1[CH3:15].[Mg].[CH2:17](Br)[C:18]#[CH:19]>C1COCC1.CCOCC.[I-].[Na+]>[CH2:11]([C:10]1[C:3]([O:2][CH3:1])=[C:4]([CH3:15])[C:5]([CH3:14])=[C:6]([O:7][CH3:8])[C:9]=1[CH3:13])[CH2:19][C:18]#[CH:17] |f:5.6|. Procedure details: A solution of chloromethyltrimethylhydroquinone dimethyl ether (7.5 g; 32 mmol) in THF (20 ml) was treated dropwise at 0° with a freshly Prepared solution of a Grignard reagent Prepared from 1.9 g of magnesium shavings and 4.91 ml (65 mmol) of propargyl bromide. After the addition of solid sodium iodide (0.42 g) the mixture was warmed to room temperature and stirred overnight. Thereafter, the reaction mixture was diluted with ether and washed with 2N hydrochloric acid. The ethereal solution was ... Reactants: BrC=1C=C2CCC(NC2=CC1F)=O (6-bromo-7-fluoro-3,4-dihydroquinolin-2(1H)-one), ClN1C(CCC1=O)=O (N-chlorosuccinimide). Run in CN(C=O)C (N,N-dimethylformamide), CN(C=O)C (N,N-dimethylformamide). Conditions: temperature 70 celsius, time 14 hour. Yields the product BrC=1C=C2CCC(NC2=C(C1)Cl)=O (6-bromo-8-chloro-3,4-dihydroquinolin-2(1H)-one). RXN SMILES: [Br:1][C:2]1[CH:3]=[C:4]2[C:9](=[CH:10][C:11]=1F)[NH:8][C:7](=[O:13])[CH2:6][CH2:5]2.[Cl:14]N1C(=O)CCC1=O>CN(C)C=O>[Br:1][C:2]1[CH:3]=[C:4]2[C:9](=[C:10]([Cl:14])[CH:11]=1)[NH:8][C:7](=[O:13])[CH2:6][CH2:5]2. Reported procedure: To a stirred solution of 6-bromo-7-fluoro-3,4-dihydroquinolin-2(1H)-one (122-3; 3 g, 0.0012 mol) in N,N-dimethylformamide (30 mL) was added N-chlorosuccinimide in N,N-dimethylformamide (3 mL) (1.4 g, 0.0105 mol) at 70° C. drop wise over a period of 2 h. Reaction mass was allowed to stir at 70° C. for 14 h. The reaction mixture was cooled and diluted with ice cold water. The precipitated solid was filtered and dried to obtain title compound. MS (M−1): 278.12. Starting materials: CC(C)C[Mg+], C1CCOC1, [Cl-], CON(C)C(=O)c1ccc(O)nc1. Yields the product CC(C)CC(=O)c1ccc(O)nc1. Reaction SMILES: [CH2:15]([CH:16]([CH3:17])[CH3:18])[Mg+:19].[CH2:20]1[O:21][CH2:22][CH2:23][CH2:24]1.[Cl-:14].[OH:1][c:2]1[n:3][cH:4][c:5]([C:6](=[O:7])[N:8]([O:9][CH3:10])[CH3:11])[cH:12][cH:13]1>>[OH:1][c:2]1[n:3][cH:4][c:5]([C:6](=[O:7])[CH2:15][CH:16]([CH3:17])[CH3:18])[cH:12][cH:13]1. The reactants are Cc1ccc(S(=O)(=O)NC(=O)NCCc2ccc(-n3c(C(C)O)nc4cc(C(F)(F)F)c(Cl)cc43)cc2)cc1, ClCCl, O=[Mn]=O. Product: CC(=O)c1nc2cc(C(F)(F)F)c(Cl)cc2n1-c1ccc(CCNC(=O)NS(=O)(=O)c2ccc(C)cc2)cc1. As a reaction SMILES: [Cl:1][c:2]1[c:3]([C:36]([F:37])([F:38])[F:39])[cH:4][c:5]2[c:6]([n:7](-[c:13]3[cH:14][cH:15][c:16]([CH2:19][CH2:20][NH:21][C:22](=[O:23])[NH:24][S:25](=[O:26])(=[O:27])[c:28]4[cH:29][cH:30][c:31]([CH3:34])[cH:32][cH:33]4)[cH:17][cH:18]3)[c:8]([CH:10]([CH3:11])[OH:12])[n:9]2)[cH:35]1.[Cl:40][CH2:41][Cl:42].[O:43]=[Mn:44]=[O:45]>>[Cl:1][c:2]1[c:3]([C:36]([F:37])([F:38])[F:39])[cH:4][c:5]2[c:6]([n:7](-[c:13]3[cH:14][cH:15][c:16]([CH2:19][CH2:20][NH:21][C:22](=[O:23])[NH:24][S:25](=[O:26])(=[O:27])[c:28]4[cH:29][cH:30][c:31]([CH3:34])[cH:32][cH:33]4)[cH:17][cH:18]3)[c:8]([C:10]([CH3:11])=[O:12])[n:9]2)[cH:35]1. Reactants: ClCC(C)=O (Chloroacetone), CC1=CC=CC(=N1)NC([S-])=S.C(C)[NH+](CC)CC (triethylammonium (6-methylpyrid-2-yl)dithiocarbamate), C(C)O (ethanol). Solvent: CN(C=O)C (dimethylformamide). Run at temperature 2 celsius, time 3 hour. Product: OC1(N(C(SC1)=S)C1=NC(=CC=C1)C)C (4-Hydroxy-4-methyl-3-(6-methylpyrid-2-yl)-thiazolidine-2-thione). As a reaction SMILES: Cl[CH2:2][C:3](=[O:5])[CH3:4].[CH3:6][C:7]1[N:12]=[C:11]([NH:13][C:14](=[S:16])[S-:15])[CH:10]=[CH:9][CH:8]=1.C([NH+](CC)CC)C.C(O)C>CN(C)C=O>[OH:5][C:3]1([CH3:4])[CH2:2][S:16][C:14](=[S:15])[N:13]1[C:11]1[CH:10]=[CH:9][CH:8]=[C:7]([CH3:6])[N:12]=1 |f:1.2|. Procedure details: Chloroacetone (13.9 cc) is added to a solution of triethylammonium (6-methylpyrid-2-yl)dithiocarbamate (50.0 g) in dimethylformamide (250 cc) at a temperature between 15 and 23° C. The reaction is continued for 3 hours at 20°-23° C. After filtration and evaporation of the dimethylformamide under reduced pressure (0.1 mm.Hg) at 45° C., the residual oil is dissolved in ethyl acetate (500 cc); the organic solution is washed with distilled water (100 cc), dried over sodium sulphate, treated with dec... Starting materials: O=C(NC1CCCCC1)c1cccc(Br)c1, C=CCNC(=O)C(F)(F)F. Yields the product O=C(NC1CCCCC1)c1cccc(C=CCNC(=O)C(F)(F)F)c1. RXN SMILES: [Br:1][c:2]1[cH:3][c:4]([C:5](=[O:6])[NH:7][CH:8]2[CH2:9][CH2:10][CH2:11][CH2:12][CH2:13]2)[cH:14][cH:15][cH:16]1.[CH2:17]([CH:18]=[CH2:19])[NH:20][C:21]([C:22]([F:23])([F:24])[F:25])=[O:26]>>[c:2]1([CH:19]=[CH:18][CH2:17][NH:20][C:21]([C:22]([F:23])([F:24])[F:25])=[O:26])[cH:3][c:4]([C:5](=[O:6])[NH:7][CH:8]2[CH2:9][CH2:10][CH2:11][CH2:12][CH2:13]2)[cH:14][cH:15][cH:16]1.